Dataset: the Open Reaction Database (ORD), a public repository of structured organic reaction records. Task: describe an organic reaction: reactants, conditions, products, and yield Reactants: C(=O)(Cl)Cl (phosgene), ClC=1C=C(OC(C(=O)O)CC)C=C(C1)Cl (α-(3,5-dichlorophenoxy) butyric acid), Cl (HCl), C1=CC=CC=C1 (benzene), C(=O)(Cl)Cl (phosgene), Cl (HCl). The solvent is CN(C=O)C (dimethyl formamide). Conditions: temperature 35 celsius. Yields the product ClC=1C=C(OC(C(=O)Cl)CC)C=C(C1)Cl (α-(3,5-dichlorophenoxy) butyryl chloride). As a reaction SMILES: [Cl:1][C:2]1[CH:3]=[C:4]([CH:12]=[C:13]([Cl:15])[CH:14]=1)[O:5][CH:6]([CH2:10][CH3:11])[C:7](O)=[O:8].C1C=CC=CC=1.C(Cl)([Cl:24])=O.Cl>CN(C)C=O>[Cl:1][C:2]1[CH:3]=[C:4]([CH:12]=[C:13]([Cl:15])[CH:14]=1)[O:5][CH:6]([CH2:10][CH3:11])[C:7]([Cl:24])=[O:8]. Procedure: 71.8 g. (0.288 moles) of α-(3,5-dichlorophenoxy) butyric acid and 75 ml. of benzene are placed in a 500 ml. flask to which a dropping funnel with dry-ice condenser is attached. The slurry is stirred and the 0.2 ml. dimethyl formamide is added. The mixture is heated to 35° C. and 10 g. of phosgene is condensed into the mixture to initiate reaction. The start of the reaction is evidenced by HCl evolution and foaming. 26.0 g. more phosgene is added in 5 gm. increments. At the conclusion of the reac...